From a dataset of the Open Reaction Database (ORD), a public repository of structured organic reaction records. describe an organic reaction: reactants, conditions, products, and yield The reactants are [Cl-].[NH4+] (ammonium chloride), [N-]=[N+]=[N-].[Na+] (sodium azide), resultant mixture, O (Water), C(C)(C)(C)C=1C=C2C=C(C(NC2=CC1)=O)C#N (6-tert-Butyl-3-cyano-1,2-dihydroquinolin-2-one). Run in CN(C)C=O (DMF). Run at temperature 120 celsius, time 16 hour. Product: C(C)(C)(C)C=1C=C2C=C(C(NC2=CC1)=O)C1=NN=NN1 (6-tert-Butyl-3-tetrazolyl-1,2-dihydroquinolin-2-one). The yield is 51.9%. RXN SMILES: [C:1]([C:5]1[CH:6]=[C:7]2[C:12](=[CH:13][CH:14]=1)[NH:11][C:10](=[O:15])[C:9]([C:16]#[N:17])=[CH:8]2)([CH3:4])([CH3:3])[CH3:2].[Cl-].[NH4+].[N-:20]=[N+:21]=[N-:22].[Na+].O>CN(C=O)C>[C:1]([C:5]1[CH:6]=[C:7]2[C:12](=[CH:13][CH:14]=1)[NH:11][C:10](=[O:15])[C:9]([C:16]1[NH:22][N:21]=[N:20][N:17]=1)=[CH:8]2)([CH3:4])([CH3:2])[CH3:3] |f:1.2,3.4|. Procedure: 6-tert-Butyl-3-cyano-1,2-dihydroquinolin-2-one (1.74 g, 7.7 mmol) was dissolved in DMF (20 ml), and ammonium chloride (1.65 g, 30.8 mol) and sodium azide (2.00 g, 30.8 mol) were added to the resultant mixture. The mixture was stirred at a bath temperature of 120° C. for 16 hours. Water added to the reaction mixture. After removal of the precipitates by filtration, the reaction mixture was recrystallized from DMF-methanol. The crystals that precipitated were collected, to thereby obtain the title... The reactants are C=O, CO, ClCCl, CCCCCC(=O)c1ccc(NC(=O)C(C)(C)C)c(F)c1, [K+], [K+], O=C([O-])[O-]. Product: C=C(CCCC)C(=O)c1ccc(NC(=O)C(C)(C)C)c(F)c1. Reaction SMILES: [CH2:28]=[O:29].[CH3:30][OH:31].[Cl:32][CH2:33][Cl:34].[F:1][c:2]1[c:3]([NH:15][C:16]([C:17]([CH3:18])([CH3:19])[CH3:20])=[O:21])[cH:4][cH:5][c:6]([C:8]([CH2:9][CH2:10][CH2:11][CH2:12][CH3:13])=[O:14])[cH:7]1.[K+:22].[K+:23].[O-:24][C:25]([O-:26])=[O:27]>>[F:1][c:2]1[c:3]([NH:15][C:16]([C:17]([CH3:18])([CH3:19])[CH3:20])=[O:21])[cH:4][cH:5][c:6]([C:8]([C:9]([CH2:10][CH2:11][CH2:12][CH3:13])=[CH2:25])=[O:14])[cH:7]1. Starting materials: C(C(O)C1=CC=CC=C1)(=O)O (mandelic acid), N (ammonia), O (water). Product: C(C(O)C1=CC=CC=C1)(=O)[O-].[NH4+] (ammonium mandelate). Reaction SMILES: [C:1]([OH:11])(=[O:10])[CH:2]([C:4]1[CH:9]=[CH:8][CH:7]=[CH:6][CH:5]=1)[OH:3].O.[NH3:13]>>[C:1]([O-:11])(=[O:10])[CH:2]([C:4]1[CH:9]=[CH:8][CH:7]=[CH:6][CH:5]=1)[OH:3].[NH4+:13] |f:3.4|. Procedure: Each resulting crystal and, for reference, standard mandelic acid was dissolved in 6N aqueous ammonia and messed up with distilled water to form ammonium mandelate at a concentration of 1.0 w/v%. Optical rotation of the thus formed ammonium mandelate was determined. The reactants are [N+](=O)([O-])N=C1NCCN1 (2-nitroiminoimidazolidine), ClC=1C=C(C=CC1)N=C=O (3-chlorophenylisocyanate). Solvent: C(C)#N (acetonitrile). Product: ClC=1C=C(C=CC1)NC(=O)N1C(NCC1)=N[N+](=O)[O-] (1-(3-chlorophenylcarbamoyl)-2-nitroiminoimidazolidine). RXN SMILES: [N+:1]([N:4]=[C:5]1[NH:9][CH2:8][CH2:7][NH:6]1)([O-:3])=[O:2].[Cl:10][C:11]1[CH:12]=[C:13]([N:17]=[C:18]=[O:19])[CH:14]=[CH:15][CH:16]=1>C(#N)C>[Cl:10][C:11]1[CH:12]=[C:13]([NH:17][C:18]([N:6]2[CH2:7][CH2:8][NH:9][C:5]2=[N:4][N+:1]([O-:3])=[O:2])=[O:19])[CH:14]=[CH:15][CH:16]=1. Procedure: A solution of 3.9 g of 2-nitroiminoimidazolidine and 4.6 g of 3-chlorophenylisocyanate in 80 ml of dry acetonitrile was refluxed for 3 hours. After cooling to room temperature, the precipitated crystals were filtered, and washed with ether to give desired 1-(3-chlorophenylcarbamoyl)-2-nitroiminoimidazolidine. The yield was 4.7 g. Starting materials: O (water), C(C)OC(CC1=CC=C(C=C1)Cl)=O (4-chlorophenylacetic acid ethyl ester), C(C)(C)[N+]1=C(CCC1)N(C)C.COS(=O)(=O)[O-] (1-isopropyl-2-dimethylamino-1-pyrrolinium methylsulfate), [Na] (sodium). The solvent is C(C)O (ethanol), C(C)OCC (diethyl ether). Conditions: time 30 minute. Yields the product C(C)OC(=O)C(C1=CC=C(C=C1)Cl)=C1N(CCC1)C(C)C (2-(α-ethoxycarbonyl-4-chlorobenzylidene)-1-isopropylpyrrolidine). Isolated yield 8.5%. RXN SMILES: [Na].[CH2:2]([O:4][C:5](=[O:14])[CH2:6][C:7]1[CH:12]=[CH:11][C:10]([Cl:13])=[CH:9][CH:8]=1)[CH3:3].[CH:15]([N+:18]1[CH2:22][CH2:21][CH2:20][C:19]=1N(C)C)([CH3:17])[CH3:16].COS([O-])(=O)=O.O>C(O)C.C(OCC)C>[CH2:2]([O:4][C:5]([C:6](=[C:19]1[CH2:20][CH2:21][CH2:22][N:18]1[CH:15]([CH3:17])[CH3:16])[C:7]1[CH:12]=[CH:11][C:10]([Cl:13])=[CH:9][CH:8]=1)=[O:14])[CH3:3] |f:2.3,^1:0|. Procedure details: Add [dropwise, with stirring, at from 90°-100°, in a stream of nitrogen] a solution of 5.1 g of sodium in 100 ml of ethanol to a mixture of 32 g of 4-chlorophenylacetic acid ethyl ester and 59.13 g of 1-isopropyl-2-dimethylamino-1-pyrrolinium-methylsulfate. After completion of the addition, continue stirring for a further 30 minutes; then cool and take up with water (≈100 ml) and diethyl ether (≈150 ml). Collect the organic phase, extract the aqueous phase once again with diethyl ether, combine ...